Dataset: the Open Reaction Database (ORD), a public repository of structured organic reaction records. Task: describe an organic reaction: reactants, conditions, products, and yield The reactants are Cl[Si](C)(C)C (chlorotrimethylsilane), BrCCBr (1,2-dibromoethane), CN(C=O)C (N,N-dimethylformamide), organozinc, FC=1C=C(CBr)C=CC1Cl (3-fluoro-4-chlorobenzylbromide), CN(C=O)C (N,N-dimethylformamide), BrC=1N=C(SC1C(=O)OCC)N1CCOCC1 (ethyl 4-bromo-2-morpholin-4-yl-1,3-thiazole-5-carboxylate). The reagents and catalysts are [Zn] (zinc), CC(C)([P](C(C)(C)C)([Pd][P](C(C)(C)C)(C(C)(C)C)C(C)(C)C)C(C)(C)C)C (bis(tri-t-butylphosphine)palladium(0)). Run at time 15 minute. The product is ClC1=C(C=C(CC=2N=C(SC2C(=O)OCC)N2CCOCC2)C=C1)F (ethyl 4-(4-chloro-3-fluorobenzyl)-2-morpholin-4-yl-1,3-thiazole-5-carboxylate). The yield is 68.2%. RXN SMILES: Cl[Si](C)(C)C.BrCCBr.CN(C)C=O.[F:15][C:16]1[CH:17]=[C:18]([CH:21]=[CH:22][C:23]=1[Cl:24])[CH2:19]Br.Br[C:26]1[N:27]=[C:28]([N:36]2[CH2:41][CH2:40][O:39][CH2:38][CH2:37]2)[S:29][C:30]=1[C:31]([O:33][CH2:34][CH3:35])=[O:32]>[Zn].CC(C)([P](C(C)(C)C)([Pd][P](C(C)(C)C)(C(C)(C)C)C(C)(C)C)C(C)(C)C)C>[Cl:24][C:23]1[CH:22]=[CH:21][C:18]([CH2:19][C:26]2[N:27]=[C:28]([N:36]3[CH2:37][CH2:38][O:39][CH2:40][CH2:41]3)[S:29][C:30]=2[C:31]([O:33][CH2:34][CH3:35])=[O:32])=[CH:17][C:16]=1[F:15] |^1:45,51|. Reported procedure: In a 50 ml flame-dried round bottom flask, a suspension of zinc (0.183 g, 0.00280 mol), chlorotrimethylsilane (8.9 uL, 0.000070 mol) and 1,2-dibromoethane (6.0 uL, 0.000070 mol) in N,N-dimethylformamide (2.4 mL, 0.031 mol) was stirred for 15 minutes. To this was added a solution of 3-fluoro-4-chlorobenzylbromide (0.626 g, 0.00280 mol) in N,N-dimethylformamide (4.8 mL, 0.062 mol), and the resulting suspension was stirred overnight at room temperature. To a flame-dried 50 ml round bottom flask con...